Dataset: the Open Reaction Database (ORD), a public repository of structured organic reaction records. Task: describe an organic reaction: reactants, conditions, products, and yield Yield: 98.0%. Reaction conditions: time 2 hour. Starting materials: O=C1N(C\C=C/C[C@@H]1NC(OC(C)(C)C)=O)C1=CC=CC=C1 ((S,Z)-tert-butyl 2-oxo-1-phenyl-2,3,4,7-tetrahydro-1H-azepin-3-ylcarbamate), C(=O)(C(F)(F)F)O (TFA). The product is N[C@@H]1C(N(C\C=C/C1)C1=CC=CC=C1)=O ((S,Z)-3-amino-1-phenyl-3,4-dihydro-1H-azepin-2(7H)-one), FC(C(=O)[O-])(F)F (trifluoroacetate). Run in C(Cl)Cl (DCM). RXN SMILES: [O:1]=[C:2]1[C@@H:8]([NH:9]C(=O)OC(C)(C)C)[CH2:7][CH:6]=[CH:5][CH2:4][N:3]1[C:17]1[CH:22]=[CH:21][CH:20]=[CH:19][CH:18]=1.[C:23]([OH:29])([C:25]([F:28])([F:27])[F:26])=[O:24]>C(Cl)Cl>[NH2:9][C@H:8]1[CH2:7][CH:6]=[CH:5][CH2:4][N:3]([C:17]2[CH:22]=[CH:21][CH:20]=[CH:19][CH:18]=2)[C:2]1=[O:1].[F:26][C:25]([F:28])([F:27])[C:23]([O-:29])=[O:24]. Reported procedure: To a round bottom flask was added (S,Z)-tert-butyl 2-oxo-1-phenyl-2,3,4,7-tetrahydro-1H-azepin-3-ylcarbamate (85 mg, 0.28 mmol), DCM (1 mL) and TFA (1 mL). The reaction mixture was stirred at rt for 2 hr. The reaction mixture was concentrated and dried under high vacuum for 1 h to afford (S,Z)-3-amino-1-phenyl-3,4-dihydro-1H-azepin-2(7H)-one, trifluoroacetate (87 mg, 0.28 mmol, 98% yield) as an oil. Anal. Calcd. for C12H14N2O m/z 202.2. found: 203.1 (M+H)+. Starting materials: C(C)(=O)OCCCCOC1=C(C=C(C=C1Cl)O)Cl (4-(2,6-dichloro-4-hydroxyphenoxy)butyl acetate), ClC(CCCl)(Cl)Cl (1,1,1,3-tetrachloropropane), C([O-])([O-])=O.[K+].[K+] (potassium carbonate). The solvent is CN(C)C=O (DMF). Run at temperature 80 celsius. Product: C(C)(=O)OCCCCOC1=C(C=C(C=C1Cl)OCC=C(Cl)Cl)Cl (4-[4-(3,3-dichloroprop-2-enyloxy)-2,6-dichlorophenoxy]butyl acetate). Yield: 78.4%. Reaction SMILES: [C:1]([O:4][CH2:5][CH2:6][CH2:7][CH2:8][O:9][C:10]1[C:15]([Cl:16])=[CH:14][C:13]([OH:17])=[CH:12][C:11]=1[Cl:18])(=[O:3])[CH3:2].[Cl:19][C:20](Cl)([Cl:24])[CH2:21][CH2:22]Cl.C(=O)([O-])[O-].[K+].[K+]>CN(C=O)C>[C:1]([O:4][CH2:5][CH2:6][CH2:7][CH2:8][O:9][C:10]1[C:11]([Cl:18])=[CH:12][C:13]([O:17][CH2:22][CH:21]=[C:20]([Cl:24])[Cl:19])=[CH:14][C:15]=1[Cl:16])(=[O:3])[CH3:2] |f:2.3.4|. Reported procedure: This compound was prepared in a manner analogous to that set forth in Step E of Example 1, using 25.3 grams (0.086 mole) of 4-(2,6-dichloro-4-hydroxyphenoxy)butyl acetate, 19.5 grams (0.1 mole) of 1,1,1,3-tetrachloropropane, and 18 grams (0.13 mole) of potassium carbonate in 250 mL of DMF was heated at 80° C. during a 16 hour period. The crude reaction product was purified with column chromatography on silica gel using 1:1 methylene chloride:hexane as an eluant. The appropriate fractions were co... The reactants are N1(N=CN=C1)C[C@H]1NC([C@H]1NC(OCC1=CC=CC=C1)=O)=O (benzyl ((2R,3S)-2-((1H-1,2,4-triazol-1-yl)methyl)-4-oxoazetidin-3-yl)carbamate), C(=O)O (formic acid). The reagents and catalysts are [Pd] (Pd). Solvent: CO (MeOH). Conditions: time 1 hour. Product: N1(N=CN=C1)C[C@@H]1[C@@H](C(N1)=O)N ((3S,4R)-4-((1H-1,2,4-triazol-1-yl)methyl)-3-aminoazetidin-2-one). RXN SMILES: [N:1]1([CH2:6][C@@H:7]2[C@H:10]([NH:11]C(=O)OCC3C=CC=CC=3)[C:9](=[O:22])[NH:8]2)[CH:5]=[N:4][CH:3]=[N:2]1.C(O)=O>CO.[Pd]>[N:1]1([CH2:6][C@H:7]2[NH:8][C:9](=[O:22])[C@H:10]2[NH2:11])[CH:5]=[N:4][CH:3]=[N:2]1. Procedure: To a solution of benzyl ((2R,3S)-2-((1H-1,2,4-triazol-1-yl)methyl)-4-oxoazetidin-3-yl)carbamate (38 mg, 0.126 mmol) in MeOH (5 mL) was added Pd black (6.7 mg, 0.063 mmol) followed by formic acid (339 μL, 8.83 mmol). After 1 h of stirring, the mixture was filtered over celite, washing with MeOH, and the filtrate was concentrated in vacuo. The solution was lyophilized and the crude material was used directly in the subsequent step. LCMS: Rt=0.14 min, m/z=168.1 (M+1) Method 2m_acidic. Reactants: ClC=1C=C2C=3C=CN=CC3NC2=C(C1)N (6-chloro-9H-β-carboline-8-ylamine), CN1C(C(CC1=O)C(=O)O)(C)C (1,2,2-trimethyl-5-oxo-pyrrolidine-3-carboxylic acid), C(C)(=O)[O-].[NH4+] (ammonium acetate). Yields the product ClC=1C=C2C=3C=CN=CC3NC2=C(C1)NC(=O)C1C(N(C(C1)=O)C)(C)C (1,2,2-trimethyl-5-oxo-pyrrolidine-3-carboxylic acid (6-chloro-9H-β-carbolin-8-yl)-amide). Yield: 68.0%. As a reaction SMILES: [Cl:1][C:2]1[CH:3]=[C:4]2[C:12](=[C:13]([NH2:15])[CH:14]=1)[NH:11][C:10]1[CH:9]=[N:8][CH:7]=[CH:6][C:5]2=1.[CH3:16][N:17]1[C:21](=[O:22])[CH2:20][CH:19]([C:23](O)=[O:24])[C:18]1([CH3:27])[CH3:26].C([O-])(=O)C.[NH4+]>>[Cl:1][C:2]1[CH:3]=[C:4]2[C:12](=[C:13]([NH:15][C:23]([CH:19]3[CH2:20][C:21](=[O:22])[N:17]([CH3:16])[C:18]3([CH3:27])[CH3:26])=[O:24])[CH:14]=1)[NH:11][C:10]1[CH:9]=[N:8][CH:7]=[CH:6][C:5]2=1 |f:2.3|. Reported procedure: The desired compound was prepared according to Method B from 6-chloro-9H-β-carboline-8-ylamine and 1,2,2-trimethyl-5-oxo-pyrrolidine-3-carboxylic acid in 68% yield. 1H-NMR (DMSO-d6, 300 MHz) δ 1.23 (s, 3H), 1.45 (s, 3H), 2.59 (dd, 1H), 2.66(s, 3H), 2.70 (dd, 1H), 3.17 (t, 1H), 7.91 (m, 1H), 8.18 (d, 1H), 8.24 (d, 1H), 8.40 (d, 1H), 9.07 (s, 1H), 10.16 (s, 1H), 11.32 (s, 1H). Retention Time (LC, method: ammonium acetate standard): 1.17 min. MS (M+H+): 371.3. Reactants: CC(n1nccn1)C(O)(Cn1cncn1)c1ccccc1Cl, CC1OC1(Cn1cncn1)c1ccccc1Cl, c1c[nH]nn1. The product is CC(n1ccnn1)C(O)(Cn1cncn1)c1ccccc1Cl. RXN SMILES: [Cl:23][c:24]1[cH:25][cH:26][cH:27][cH:28][c:29]1[C:30]([OH:31])([CH:32]([n:33]1[n:34][cH:35][cH:36][n:37]1)[CH3:38])[CH2:39][n:40]1[cH:41][n:42][cH:43][n:44]1.[Cl:6][c:7]1[c:8]([C:13]2([CH2:17][n:18]3[n:19][cH:20][n:21][cH:22]3)[O:14][CH:15]2[CH3:16])[cH:9][cH:10][cH:11][cH:12]1.[nH:1]1[n:2][n:3][cH:4][cH:5]1>>[n:1]1([CH:15]([C:13]([c:8]2[c:7]([Cl:6])[cH:12][cH:11][cH:10][cH:9]2)([OH:14])[CH2:17][n:18]2[n:19][cH:20][n:21][cH:22]2)[CH3:16])[n:2][n:3][cH:4][cH:5]1. The reactants are CCOC(=O)C1CC1(OC)c1ccc(C(C)(C)C)cc1, C1CCOC1, CO, [Na+], [OH-]. The product is COC1(c2ccc(C(C)(C)C)cc2)CC1C(=O)O. RXN SMILES: [C:6]([CH3:7])([CH3:8])([CH3:9])[c:10]1[cH:11][cH:12][c:13]([C:16]2([O:24][CH3:25])[CH:17]([C:19](=[O:20])[O:21][CH2:22][CH3:23])[CH2:18]2)[cH:14][cH:15]1.[CH2:1]1[O:2][CH2:3][CH2:4][CH2:5]1.[CH3:28][OH:29].[Na+:27].[OH-:26]>>[C:6]([CH3:7])([CH3:8])([CH3:9])[c:10]1[cH:11][cH:12][c:13]([C:16]2([O:24][CH3:25])[CH:17]([C:19](=[O:20])[OH:21])[CH2:18]2)[cH:14][cH:15]1. Reactants: hydrochloride salt, CC1(C2CNCC12)C=1C=C(C=CC1)NS(=O)(=O)C (N-[3-(6-methyl-3-azabicyclo[3.1.0]hex-6-yl)phenyl]methanesulfonamide), C(O)([O-])=O.[Na+] (sodium hydrogen carbonate), BrCCC1=CNC2=CC=CC=C12 (3-(2-bromoethyl)indole). The solvent is CN(C=O)C (N,N-dimethylformamide). Reaction conditions: temperature 55 celsius. Yields the product N1C=C(C2=CC=CC=C12)CCN1CC2C(C2C1)(C)C=1C=C(C=CC1)NS(=O)(=O)C (N-(3-{3-[2-(1H-Indol-3-yl)ethyl]-6-methyl-3-azabicyclo[3.1.0]hex-6-yl}phenyl)methanesulfonamide), glass. The yield is 33.0%. As a reaction SMILES: [CH3:1][C:2]1([C:8]2[CH:9]=[C:10]([NH:14][S:15]([CH3:18])(=[O:17])=[O:16])[CH:11]=[CH:12][CH:13]=2)[CH:7]2[CH:3]1[CH2:4][NH:5][CH2:6]2.C(=O)([O-])O.[Na+].Br[CH2:25][CH2:26][C:27]1[C:35]2[C:30](=[CH:31][CH:32]=[CH:33][CH:34]=2)[NH:29][CH:28]=1>CN(C)C=O>[NH:29]1[C:30]2[C:35](=[CH:34][CH:33]=[CH:32][CH:31]=2)[C:27]([CH2:26][CH2:25][N:5]2[CH2:6][CH:7]3[CH:3]([C:2]3([C:8]3[CH:9]=[C:10]([NH:14][S:15]([CH3:18])(=[O:17])=[O:16])[CH:11]=[CH:12][CH:13]=3)[CH3:1])[CH2:4]2)=[CH:28]1 |f:1.2|. Procedure details: To a solution of the hydrochloride salt of N-[3-(6-methyl-3-azabicyclo[3.1.0]hex-6-yl)phenyl]methanesulfonamide (Preparation 53, 50 mg, 0.165 mmol) in N,N-dimethylformamide (2 ml) was added sodium hydrogen carbonate (35 mg, 0.413 mmol) and 3-(2-bromoethyl)indole (37 mg, 0.165 mmol). The reaction mixture was heated at 55° C. for 48 h, cooled to room temperature and concentrated in vacuo. Water (10 ml) was added and the product was extracted with ethyl acetate (3×10 ml). The combined organic extra...